Task: describe an organic reaction: reactants, conditions, products, and yield. Dataset: the Open Reaction Database (ORD), a public repository of structured organic reaction records Starting materials: ON1N=NC2=C1C=CC=C2 (1-Hydroxy-1,2,3-benzotriazole), CS(=O)(=O)Cl (methanesulfonyl chloride), O (water), [OH-].[Na+] (sodium hydroxide). Procedure: 1-Hydroxy-1,2,3-benzotriazole (25.7 g) is suspended into water (50 ml) and thereto is added 1 N aqueous sodium hydroxide (180 ml). To the resulting solution is added dropwise methanesulfonyl chloride (14.0 ml) with stirring under ice-cooling and thereto is further added ethyl acetate (30 ml), and the mixture is stirred for 4 hours. The reaction mixture is extracted with ethyl acetate, and the extract is washed with water and dried over anhydrous magnesium sulfate. After drying, the solvent is di... As a reaction SMILES: [OH:1][N:2]1[C:6]2[CH:7]=[CH:8][CH:9]=[CH:10][C:5]=2[N:4]=[N:3]1.O.[OH-].[Na+].[CH3:14][S:15](Cl)(=[O:17])=[O:16]>C(OCC)(=O)C>[CH3:14][S:15]([O:1][N:2]1[C:6]2[CH:7]=[CH:8][CH:9]=[CH:10][C:5]=2[N:4]=[N:3]1)(=[O:17])=[O:16] |f:2.3|. Solvent: C(C)(=O)OCC (ethyl acetate). The product is CS(=O)(=O)ON1N=NC2=C1C=CC=C2 (1-methanesulfonyloxy-1,2,3-benzotriazole). Reactants: CCOC(C)=O, CN1CCCC1=O, [Cu]I, Ic1ccccc1, [K+], [K+], O=C1CN2C(=O)CCC2N1, O=C([O-])[O-]. The product is O=C1CCC2N1CC(=O)N2c1ccccc1. As a reaction SMILES: [CH3:24][CH2:25][O:26][C:27](=[O:28])[CH3:29].[CH3:30][N:31]1[CH2:32][CH2:33][CH2:34][C:35]1=[O:36].[Cu:37][I:38].[I:17][c:18]1[cH:19][cH:20][cH:21][cH:22][cH:23]1.[K+:11].[K+:12].[NH:1]1[CH:2]2[N:3]([CH2:4][C:5]1=[O:6])[C:7](=[O:10])[CH2:8][CH2:9]2.[O-:13][C:14]([O-:15])=[O:16]>>[N:1]1([c:18]2[cH:19][cH:20][cH:21][cH:22][cH:23]2)[CH:2]2[N:3]([CH2:4][C:5]1=[O:6])[C:7](=[O:10])[CH2:8][CH2:9]2. RXN SMILES: Cl.[NH:2]1[CH2:7][CH2:6][CH:5]([NH:8][C:9]([C:11]2[C:15]3[N:16]=[CH:17][N:18]=[C:19]([C:20]4[CH:25]=[C:24]([F:26])[C:23]([OH:27])=[CH:22][C:21]=4[O:28][CH2:29][CH:30]4[CH2:32][CH2:31]4)[C:14]=3[NH:13][CH:12]=2)=[O:10])[CH2:4][CH2:3]1.Cl[C:34]([CH2:36][O:37]C(=O)C)=[O:35]>>[OH:37][CH2:36][C:34]([N:2]1[CH2:3][CH2:4][CH:5]([NH:8][C:9]([C:11]2[C:15]3[N:16]=[CH:17][N:18]=[C:19]([C:20]4[CH:25]=[C:24]([F:26])[C:23]([OH:27])=[CH:22][C:21]=4[O:28][CH2:29][CH:30]4[CH2:32][CH2:31]4)[C:14]=3[NH:13][CH:12]=2)=[O:10])[CH2:6][CH2:7]1)=[O:35] |f:0.1|. Reported procedure: Starting from 4-(2-cyclopropylmethoxy-5-fluoro-4-hydroxy-phenyl)-5H-pyrrolo[3,2-d]pyrimidine-7-carboxylic acid piperidin-4-ylamide hydrochloride (example A188) and acetic acid chlorocarbonyl-methyl ester the title compound is obtained as colorless solid Starting materials: Cl.N1CCC(CC1)NC(=O)C1=CNC2=C1N=CN=C2C2=C(C=C(C(=C2)F)O)OCC2CC2 (4-(2-cyclopropylmethoxy-5-fluoro-4-hydroxy-phenyl)-5H-pyrrolo[3,2-d]pyrimidine-7-carboxylic acid piperidin-4-ylamide hydrochloride), ClC(=O)COC(C)=O (acetic acid chlorocarbonyl-methyl ester). Yields the product OCC(=O)N1CCC(CC1)NC(=O)C1=CNC2=C1N=CN=C2C2=C(C=C(C(=C2)F)O)OCC2CC2 (4-(2-Cyclopropylmethoxy-5-fluoro-4-hydroxy-phenyl)-5H-pyrrolo[3,2-d]pyrimidine-7-carboxylic acid [1-(2-hydroxy-acetyl)piperidin-4-yl]-amide). Starting materials: CN(C(=O)N1C(=NC(=C(C1C1=CC(=CC=C1)[N+](=O)[O-])C(=O)OC(C)C)C)OC)C (1-[(dimethylamino)carbonyl]-1,6-dihydro-2-methoxy-4-methyl-6-(3-nitrophenyl)-5-pyrimidinecarboxylic acid, 1-methylethyl ester), Cl (hydrochloric acid). Run in O1CCCC1.CO (tetrahydrofuran methanol). Run at time 1 hour. Yields the product CN(C(=O)N1C(NC(=C(C1C1=CC(=CC=C1)[N+](=O)[O-])C(=O)OC(C)C)C)=O)C (3-[(Dimethylamino)carbonyl]-1,2,3,4-tetrahydro-6-methyl-4-(3-nitrophenyl)-2-oxo-5-pyrimidinecarboxylic acid, 1-methylethyl ester). Yield: 70.7%. As a reaction SMILES: [CH3:1][N:2]([CH3:29])[C:3]([N:5]1[CH:10]([C:11]2[CH:16]=[CH:15][CH:14]=[C:13]([N+:17]([O-:19])=[O:18])[CH:12]=2)[C:9]([C:20]([O:22][CH:23]([CH3:25])[CH3:24])=[O:21])=[C:8]([CH3:26])[N:7]=[C:6]1[O:27]C)=[O:4].Cl>O1CCCC1.CO>[CH3:29][N:2]([CH3:1])[C:3]([N:5]1[CH:10]([C:11]2[CH:16]=[CH:15][CH:14]=[C:13]([N+:17]([O-:19])=[O:18])[CH:12]=2)[C:9]([C:20]([O:22][CH:23]([CH3:24])[CH3:25])=[O:21])=[C:8]([CH3:26])[NH:7][C:6]1=[O:27])=[O:4] |f:2.3|. Reported procedure: A solution of crude 1-[(dimethylamino)carbonyl]-1,6-dihydro-2-methoxy-4-methyl-6-(3-nitrophenyl)-5-pyrimidinecarboxylic acid, 1-methylethyl ester (2.27 g), in tetrahydrofuran/methanol (20 ml each) was treated with 5N hydrochloric acid (3.0 ml, pH1) and stirred at room temperature for 1.0 hour. The reaction was then evaporated and partitioned between ethyl acetate and water. The organic phase was washed with saturated sodium chloride, dried (magnesium sulfate), and evaporated. The residue was cry... Starting materials: ClC1=CC2=C(C=N1)OC1=CC=C(C=C1[C@]21N=C(OC1)N)C=1C=NC=C(C1)F ((S)-3-chloro-7-(5-fluoropyridin-3-yl)-5′H-spiro[chromeno[2,3-c]pyridine-5,4′-oxazol]-2′-amine), CC1(C=C(CCO1)B1OC(C(O1)(C)C)(C)C)C (2-(6,6-dimethyl-3,6-dihydro-2H-pyran-4-yl)-4,4,5,5-tetramethyl-1,3,2-dioxaborolane), bis(di-tert-butylphenylphosphine)dichloropalladium (II), O1CCOCC1 (dioxane). The solvent is CCOC(=O)C (EtOAc), O (water), O (water). Conditions: time 30 minute. The product is CC1(C=C(CCO1)C1=CC2=C(C=N1)OC1=CC=C(C=C1[C@]21N=C(OC1)N)C=1C=NC=C(C1)F)C ((S)-3-(6,6-dimethyl-3,6-dihydro-2H-pyran-4-yl)-7-(5-fluoropyridin-3-yl)-5′H-spiro[chromeno[2,3-c]pyridine-5,4′-oxazol]-2′-amine). RXN SMILES: Cl[C:2]1[N:7]=[CH:6][C:5]2[O:8][C:9]3[C:14]([C@@:15]4([CH2:19][O:18][C:17]([NH2:20])=[N:16]4)[C:4]=2[CH:3]=1)=[CH:13][C:12]([C:21]1[CH:22]=[N:23][CH:24]=[C:25]([F:27])[CH:26]=1)=[CH:11][CH:10]=3.[CH3:28][C:29]1([CH3:44])[O:34][CH2:33][CH2:32][C:31](B2OC(C)(C)C(C)(C)O2)=[CH:30]1.O1CCOCC1>CCOC(C)=O.O>[CH3:28][C:29]1([CH3:44])[O:34][CH2:33][CH2:32][C:31]([C:2]2[N:7]=[CH:6][C:5]3[O:8][C:9]4[C:14]([C@@:15]5([CH2:19][O:18][C:17]([NH2:20])=[N:16]5)[C:4]=3[CH:3]=2)=[CH:13][C:12]([C:21]2[CH:22]=[N:23][CH:24]=[C:25]([F:27])[CH:26]=2)=[CH:11][CH:10]=4)=[CH:30]1. Reported procedure: A glass microwave reaction vessel was charged with (S)-3-chloro-7-(5-fluoropyridin-3-yl)-5′H-spiro[chromeno[2,3-c]pyridine-5,4′-oxazol]-2′-amine (0.250 g, 0.653 mmol; prepared as described in Method BB41), 2-(6,6-dimethyl-3,6-dihydro-2H-pyran-4-yl)-4,4,5,5-tetramethyl-1,3,2-dioxaborolane (0.311 g, 1.306 mmol), bis(di-tert-butylphenylphosphine)dichloropalladium (II) (0.041 g, 0.065 mmol), dioxane (3 mL) and water (0.8 mL). The reaction mixture was exposed to MW radiation at 105° C. for 30 min in ... The reactants are Cl, N#CO[K], O, NC1CCCCc2sccc21. Product: NC(=O)NC1CCCCc2sccc21. Reaction SMILES: [ClH:1].[K:13][O:14][C:15]#[N:16].[OH2:17].[s:2]1[c:3]2[c:4]([cH:5][cH:6]1)[CH:7]([NH2:12])[CH2:8][CH2:9][CH2:10][CH2:11]2>>[s:2]1[c:3]2[c:4]([cH:5][cH:6]1)[CH:7]([NH:12][C:15](=[O:14])[NH2:16])[CH2:8][CH2:9][CH2:10][CH2:11]2. The reactants are OC=1C=C2C=CC(=CC2=CC1)C(=O)O (6-hydroxy-2-naphtoic acid), N1CCCC1 (pyrrolidine). The product is OC=1C=C2C=CC(=CC2=CC1)C(=O)N1CCCC1 ((6-Hydroxy-naphthalen-2-yl)-pyrrolidin-1-yl-methanone). As a reaction SMILES: [OH:1][C:2]1[CH:3]=[C:4]2[C:9](=[CH:10][CH:11]=1)[CH:8]=[C:7]([C:12]([OH:14])=O)[CH:6]=[CH:5]2.[NH:15]1[CH2:19][CH2:18][CH2:17][CH2:16]1>>[OH:1][C:2]1[CH:3]=[C:4]2[C:9](=[CH:10][CH:11]=1)[CH:8]=[C:7]([C:12]([N:15]1[CH2:19][CH2:18][CH2:17][CH2:16]1)=[O:14])[CH:6]=[CH:5]2. Procedure: The title compound was synthesised from 6-hydroxy-2-naphtoic acid (commercially available) and pyrrolidine (commercially available) according to the procedure described for Example A. MS (m/e): 240.4 (MH−, 100%) The reactants are C1CCOC1, Oc1ccc(F)cc1, CCOC(=O)N=NC(=O)OCC, OCC1CC2CN(Cc3ccccc3)CCN2C1, c1ccc(P(c2ccccc2)c2ccccc2)cc1. Yields the product Fc1ccc(OCC2CC3CN(Cc4ccccc4)CCN3C2)cc1. Reaction SMILES: [CH2:58]1[O:59][CH2:60][CH2:61][CH2:62]1.[F:19][c:20]1[cH:21][cH:22][c:23]([OH:26])[cH:24][cH:25]1.[O:46]=[C:47]([O:48][CH2:49][CH3:50])[N:51]=[N:52][C:53]([O:54][CH2:55][CH3:56])=[O:57].[OH:1][CH2:2][CH:3]1[CH2:4][CH:5]2[N:6]([CH2:7][CH2:8][N:9]([CH2:11][c:12]3[cH:13][cH:14][cH:15][cH:16][cH:17]3)[CH2:10]2)[CH2:18]1.[c:27]1([P:28]([c:29]2[cH:30][cH:31][cH:32][cH:33][cH:34]2)[c:35]2[cH:36][cH:37][cH:38][cH:39][cH:40]2)[cH:41][cH:42][cH:43][cH:44][cH:45]1>>[O:1]([CH2:2][CH:3]1[CH2:4][CH:5]2[N:6]([CH2:7][CH2:8][N:9]([CH2:11][c:12]3[cH:13][cH:14][cH:15][cH:16][cH:17]3)[CH2:10]2)[CH2:18]1)[c:23]1[cH:22][cH:21][c:20]([F:19])[cH:25][cH:24]1.